From a dataset of the Open Reaction Database (ORD), a public repository of structured organic reaction records. describe an organic reaction: reactants, conditions, products, and yield RXN SMILES: [CH3:1][O:2][C:3]1[CH:25]=[CH:24][C:6]([CH2:7][N:8]2[C:12]([CH3:13])=[CH:11][C:10]([C:14](OCC)=[O:15])=[C:9]2[C:19](OCC)=[O:20])=[CH:5][CH:4]=1.O.[NH2:27][NH2:28]>COCCOCCOC>[CH3:1][O:2][C:3]1[CH:25]=[CH:24][C:6]([CH2:7][N:8]2[C:9]3[C:19](=[O:20])[NH:27][NH:28][C:14](=[O:15])[C:10]=3[CH:11]=[C:12]2[CH3:13])=[CH:5][CH:4]=1 |f:1.2|. Procedure: 46.0 g (0.133 mol) of diethyl 1-(4-methoxybenzyl)-5-methylpyrrole-2,3-dicarboxylate and 129.5 ml (2.66 mol) of hydrazine hydrate are reacted at 110° C. for 18 h in 290 ml of diglyme. Purification: precipitation from diisopropyl ether/ethyl acetate. Yield: 87%, m.p.: 300° C. The solvent is COCCOCCOC (diglyme). Yields the product COC1=CC=C(CN2C(=CC3=C2C(NNC3=O)=O)C)C=C1 (1-(4-Methoxybenzyl)-2-methyl-4,5,6,7-tetrahydropyrrolo[2,3-d ]pyridazine-4,7-dione). Isolated yield 87.0%. Starting materials: COC1=CC=C(CN2C(=C(C=C2C)C(=O)OCC)C(=O)OCC)C=C1 (diethyl 1-(4-methoxybenzyl)-5-methylpyrrole-2,3-dicarboxylate), O.NN (hydrazine hydrate).